describe an organic reaction: reactants, conditions, products, and yield From a dataset of the Open Reaction Database (ORD), a public repository of structured organic reaction records. Starting materials: B, C1CCOC1, O=C(C1COc2ccccc2O1)N1CCCC(c2cccc(C(F)(F)F)c2)C1. The product is FC(F)(F)c1cccc(C2CCCN(CC3COc4ccccc4O3)C2)c1. RXN SMILES: [BH3:29].[CH2:30]1[O:31][CH2:32][CH2:33][CH2:34]1.[O:1]1[CH:2]([C:11](=[O:12])[N:13]2[CH2:14][CH:15]([c:19]3[cH:20][c:21]([C:25]([F:26])([F:27])[F:28])[cH:22][cH:23][cH:24]3)[CH2:16][CH2:17][CH2:18]2)[CH2:3][O:4][c:5]2[c:6]1[cH:7][cH:8][cH:9][cH:10]2>>[O:1]1[CH:2]([CH2:11][N:13]2[CH2:14][CH:15]([c:19]3[cH:20][c:21]([C:25]([F:26])([F:27])[F:28])[cH:22][cH:23][cH:24]3)[CH2:16][CH2:17][CH2:18]2)[CH2:3][O:4][c:5]2[c:6]1[cH:7][cH:8][cH:9][cH:10]2.